describe an organic reaction: reactants, conditions, products, and yield From a dataset of the Open Reaction Database (ORD), a public repository of structured organic reaction records. The product is CCN1CCc2cc(F)ccc2C(NC(=O)C(C)NC(=O)Cc2cc(F)cc(F)c2)C1=O. Reaction SMILES: [F:1][c:2]1[cH:3][c:4]([CH2:9][C:10](=[O:11])[NH:12][CH:13]([CH3:14])[C:15](=[O:16])[OH:17])[cH:5][c:6]([F:8])[cH:7]1.[NH2:18][CH:19]1[C:20](=[O:33])[N:21]([CH2:31][CH3:32])[CH2:22][CH2:23][c:24]2[c:25]1[cH:26][cH:27][c:28]([F:30])[cH:29]2>>[F:1][c:2]1[cH:3][c:4]([CH2:9][C:10](=[O:11])[NH:12][CH:13]([CH3:14])[C:15](=[O:17])[NH:18][CH:19]2[C:20](=[O:33])[N:21]([CH2:31][CH3:32])[CH2:22][CH2:23][c:24]3[c:25]2[cH:26][cH:27][c:28]([F:30])[cH:29]3)[cH:5][c:6]([F:8])[cH:7]1. Reactants: CC(NC(=O)Cc1cc(F)cc(F)c1)C(=O)O, CCN1CCc2cc(F)ccc2C(N)C1=O. Reactants: CN(C)C=O, [H-], CI, O=[N+]([O-])c1cccc2[nH]ccc12, [Na+]. Yields the product Cn1ccc2c([N+](=O)[O-])cccc21. As a reaction SMILES: [CH3:17][N:18]([CH3:19])[CH:20]=[O:21].[H-:1].[I:15][CH3:16].[N+:3](=[O:4])([O-:5])[c:6]1[c:7]2[cH:8][cH:9][nH:10][c:11]2[cH:12][cH:13][cH:14]1.[Na+:2]>>[N+:3](=[O:4])([O-:5])[c:6]1[c:7]2[cH:8][cH:9][n:10]([CH3:16])[c:11]2[cH:12][cH:13][cH:14]1. Starting materials: Ice water, C(C)(=O)OCC (ethyl acetate), FC1=C(C=CC=C1)CC(=O)C1CCN(CC1)CC=1C(NC=CN1)=O (3-[4-[2-(2-fluorophenyl)acetyl]piperidino]methyl-1H-pyrazin-2-one), CC(C)([O-])C.[K+] (potassium tert-butoxide), CI (methyl iodide). Run in CN(C=O)C (N,N-dimethylformamide). Run at time 30 minute. Yields the product FC1=C(C=CC=C1)CC(=O)C1CCN(CC1)CC=1C(N(C=CN1)C)=O (3-[4-[2-(2-Fluorophenyl)acetyl]piperidino]methyl-1-methyl-1H-pyrazin-2-one). Isolated yield 19.5%. Reaction SMILES: [F:1][C:2]1[CH:7]=[CH:6][CH:5]=[CH:4][C:3]=1[CH2:8][C:9]([CH:11]1[CH2:16][CH2:15][N:14]([CH2:17][C:18]2[C:19](=[O:24])[NH:20][CH:21]=[CH:22][N:23]=2)[CH2:13][CH2:12]1)=[O:10].[CH3:25]C(C)([O-])C.[K+].CI.C(OCC)(=O)C>CN(C)C=O>[F:1][C:2]1[CH:7]=[CH:6][CH:5]=[CH:4][C:3]=1[CH2:8][C:9]([CH:11]1[CH2:12][CH2:13][N:14]([CH2:17][C:18]2[C:19](=[O:24])[N:20]([CH3:25])[CH:21]=[CH:22][N:23]=2)[CH2:15][CH2:16]1)=[O:10] |f:1.2|. Reported procedure: After dissolving 300 mg of 3-[4-[2-(2-fluorophenyl)acetyl]piperidino]methyl-1H-pyrazin-2-one in 5 ml of N,N-dimethylformamide, 113 mg of potassium tert-butoxide was added, the mixture was stirred for 30 minutes while cooling on ice, 0.063 ml of methyl iodide was added and the stirring was continued for 1 hour. Ice water was added to the reaction solution and extraction was performed with ethyl acetate. The organic layer was washed with water and saturated brine in that order and dried over anhyd... Starting materials: CC(C)(C)OC(=O)NN, CCCCCCC, CC(=O)CCCc1ccccc1. Yields the product CC(CCCc1ccccc1)=NNC(=O)OC(C)(C)C. As a reaction SMILES: [C:13]([CH3:14])([CH3:15])([CH3:16])[O:17][C:18]([NH:19][NH2:20])=[O:21].[CH3:22][CH2:23][CH2:24][CH2:25][CH2:26][CH2:27][CH3:28].[c:1]1([CH2:7][CH2:8][CH2:9][C:10]([CH3:11])=[O:12])[cH:2][cH:3][cH:4][cH:5][cH:6]1>>[c:1]1([CH2:7][CH2:8][CH2:9][C:10]([CH3:11])=[N:20][NH:19][C:18]([O:17][C:13]([CH3:14])([CH3:15])[CH3:16])=[O:21])[cH:2][cH:3][cH:4][cH:5][cH:6]1. The reactants are CO, Cl, CCCN1CC=C(c2cccc(C(F)(F)F)c2F)CC1. Product: CCCN1CCC(c2cccc(C(F)(F)F)c2F)CC1. As a reaction SMILES: [CH3:22][OH:23].[ClH:21].[F:1][c:2]1[c:3]([C:12]2=[CH:17][CH2:16][N:15]([CH2:18][CH2:19][CH3:20])[CH2:14][CH2:13]2)[cH:4][cH:5][cH:6][c:7]1[C:8]([F:9])([F:10])[F:11]>>[F:1][c:2]1[c:3]([CH:12]2[CH2:13][CH2:14][N:15]([CH2:18][CH2:19][CH3:20])[CH2:16][CH2:17]2)[cH:4][cH:5][cH:6][c:7]1[C:8]([F:9])([F:10])[F:11]. The reactants are ClC1=CC=C(C=C1)S[C@@H]1C[C@H](NC1)C(=O)NC1(CC1)C#N ((2S,4R)-4-(4-chlorophenylthio)-N-(1-cyanocyclopropyl)pyrrolidine-2-carboxamide), C(C)OC(=O)N1CCC(CC1)N1C(CC1)C(=O)[O-].[Li+] (lithium 1-(1-(ethoxycarbonyl)piperidin-4-yl)azetidine-2-carboxylate). Product: ClC1=CC=C(C=C1)S[C@@H]1C[C@H](N(C1)C(=O)C1N(CC1)C1CCN(CC1)C(=O)OCC)C(NC1(CC1)C#N)=O (ethyl 4-(2-((2S,4R)-4-(4-chlorophenylthio)-2-(1-cyanocyclopropylcarbamoyl)pyrrolidine-1-carbonyl)azetidin-1-yl)piperidine-1-carboxylate), solid. The yield is 70.0%. RXN SMILES: [Cl:1][C:2]1[CH:7]=[CH:6][C:5]([S:8][C@H:9]2[CH2:13][NH:12][C@H:11]([C:14]([NH:16][C:17]3([C:20]#[N:21])[CH2:19][CH2:18]3)=[O:15])[CH2:10]2)=[CH:4][CH:3]=1.[CH2:22]([O:24][C:25]([N:27]1[CH2:32][CH2:31][CH:30]([N:33]2[CH2:36][CH2:35][CH:34]2[C:37]([O-])=[O:38])[CH2:29][CH2:28]1)=[O:26])[CH3:23].[Li+]>>[Cl:1][C:2]1[CH:7]=[CH:6][C:5]([S:8][C@H:9]2[CH2:13][N:12]([C:37]([CH:34]3[CH2:35][CH2:36][N:33]3[CH:30]3[CH2:29][CH2:28][N:27]([C:25]([O:24][CH2:22][CH3:23])=[O:26])[CH2:32][CH2:31]3)=[O:38])[C@H:11]([C:14](=[O:15])[NH:16][C:17]3([C:20]#[N:21])[CH2:19][CH2:18]3)[CH2:10]2)=[CH:4][CH:3]=1 |f:1.2|. Reported procedure: The reaction of (2S,4R)-4-(4-chlorophenylthio)-N-(1-cyanocyclopropyl)pyrrolidine-2-carboxamide 12G and lithium 1-(1-(ethoxycarbonyl)piperidin-4-yl)azetidine-2-carboxylate 20J carried out according to the general procedure L yielded ethyl 4-(2-((2S,4R)-4-(4-chlorophenylthio)-2-(1-cyanocyclopropylcarbamoyl)pyrrolidine-1-carbonyl)azetidin-1-yl)piperidine-1-carboxylate 1:1 epimers as a white solid (70%). MS ISP (m/e): 560.3/562.1 (100/62) [(M+H)]+. The reactants are C1CCOC1, CCCC(CC(=O)OC)c1ccc(OCc2ccc(C(C)(C)C)c(-c3cc(OC)ccc3F)c2)c(C)c1, CO, [Li+], [OH-]. Product: CCCC(CC(=O)O)c1ccc(OCc2ccc(C(C)(C)C)c(-c3cc(OC)ccc3F)c2)c(C)c1. RXN SMILES: [CH2:40]1[O:41][CH2:42][CH2:43][CH2:44]1.[CH3:1][C:2]([CH3:3])([CH3:4])[c:5]1[cH:6][cH:7][c:8]([CH2:20][O:21][c:22]2[c:23]([CH3:37])[cH:24][c:25]([CH:28]([CH2:29][C:30](=[O:31])[O:32][CH3:33])[CH2:34][CH2:35][CH3:36])[cH:26][cH:27]2)[cH:9][c:10]1-[c:11]1[c:12]([F:19])[cH:13][cH:14][c:15]([O:17][CH3:18])[cH:16]1.[CH3:45][OH:46].[Li+:39].[OH-:38]>>[CH3:1][C:2]([CH3:3])([CH3:4])[c:5]1[cH:6][cH:7][c:8]([CH2:20][O:21][c:22]2[c:23]([CH3:37])[cH:24][c:25]([CH:28]([CH2:29][C:30](=[O:31])[OH:32])[CH2:34][CH2:35][CH3:36])[cH:26][cH:27]2)[cH:9][c:10]1-[c:11]1[c:12]([F:19])[cH:13][cH:14][c:15]([O:17][CH3:18])[cH:16]1.